From a dataset of the Open Reaction Database (ORD), a public repository of structured organic reaction records. describe an organic reaction: reactants, conditions, products, and yield The reactants are C(C(=O)Cl)(=O)Cl (Oxalyl chloride), C(C)OC(=O)C1(CC1)C(=O)O (1-Ethoxycarbonylcyclopropanecarboxylic acid). Reagents/catalysts: CN(C=O)C (dimethylformamide). Solvent: C1=CC=CC=C1 (benzene). The product is C(C)OC(=O)C1(CC1)C(=O)Cl (1-Ethoxycarbonylcyclopropanecarbonyl chloride). As a reaction SMILES: C(Cl)(=O)C([Cl:4])=O.[CH2:7]([O:9][C:10]([C:12]1([C:15]([OH:17])=O)[CH2:14][CH2:13]1)=[O:11])[CH3:8]>C1C=CC=CC=1.CN(C)C=O>[CH2:7]([O:9][C:10]([C:12]1([C:15]([Cl:4])=[O:17])[CH2:14][CH2:13]1)=[O:11])[CH3:8]. Procedure: Oxalyl chloride (6.0 g. 47 mmol) was added to a stirred mixture of 1-ethoxycarbonylcyclopropane carboxylic acid (1a) (6 g, 38 mmol) in benzene (25 ml) plus two drops of dimethylformamide. After the gas evolution ceased, the stirring was continued at room temperature for another hour. The reaction mixture was concentrated. The residue was purified by distillation. A fraction collected at 91°-2° C./15 mm was redistilled to give the desired product. The reactants are N1C=NC=C1 (imidazole), 1d, N1C=NC=C1 (imidazole), B([O-])[O-] (boronate), Solvent A, C(=O)(C(F)(F)F)O (TFA), Solvent B, C(=O)(C(F)(F)F)O (TFA). Run in CO (MeOH), CO (MeOH). The product is C1(=CC=CC=C1)C1=CC=CC=C1 (Biphenyl). RXN SMILES: N1[CH:5]=[CH:4]N=C1.B([O-])[O-].[C:9](O)([C:11](F)(F)F)=O>CO>[C:11]1([C:5]2[CH:4]=[CH:11][CH:9]=[CH:11][CH:9]=2)[CH:9]=[CH:4][CH:5]=[CH:5][CH:4]=1. Procedure details: Example 1-4-d was prepared from 1-4-c and 1b in similar fashion to the preparation of 1d from 1b and 1c. 1H NMR (500 MHz, DMSO-d6) δ ppm 0.99-1.60 (m, 18 H) 1.75-2.11 (m, J=73.24 Hz, 6 H) 2.12-2.32 (m, 2 H) 3.32-3.41 (m, 2 H) 3.56 (s, 2 H) 4.63-5.02 (m, 2 H) 6.98-8.28 (m, 10 H) 11.67-12.33 (m, 2H); LC conditions: Phenomenex Luna 3.0×5.0 mm S10, Solvent A—0.1% TFA in 10% MeOH/90% H2O, Solvent B—0.1% TFA in 90% MeOH/10% H2O, 0 to 100% B over 2 min, Stop time=3 min, Flow rate=4 ml/min, Wavelength=2... The reactants are Cl.C1(=NN=C2N1C1=C(N=C2)NC=C1)[C@H]1C[C@H](CCC1)N (cis-3-(6H-pyrrolo[2,3-e][1,2,4]triazolo[4,3-a]pyrazin-1-yl)cyclohexanamine hydrochloride), C1=CN(C=N1)C(=O)N2C=CN=C2 (CDI), N1CCCC1 (Pyrrolidine). The solvent is N1=CC=CC=C1 (pyridine). Run at time 16 hour. The product is C1(=NN=C2N1C1=C(N=C2)NC=C1)[C@H]1C[C@H](CCC1)NC(=O)N1CCCC1 (N-(cis-3-(6H-pyrrolo[2,3-e][1, 2, 4]triazolo[4,3-a]pyrazin-1-yl)cyclohexyl)pyrrolidine-1-carboxamide). Yield: 16.5%. Reaction SMILES: Cl.[C:2]1([C@@H:14]2[CH2:19][CH2:18][CH2:17][C@H:16]([NH2:20])[CH2:15]2)[N:6]2[C:7]3[CH:13]=[CH:12][NH:11][C:8]=3[N:9]=[CH:10][C:5]2=[N:4][N:3]=1.C1N=CN([C:26]([N:28]2[CH:32]=N[CH:30]=[CH:29]2)=[O:27])C=1.N1CCC[CH2:34]1>N1C=CC=CC=1>[C:2]1([C@@H:14]2[CH2:19][CH2:18][CH2:17][C@H:16]([NH:20][C:26]([N:28]3[CH2:29][CH2:30][CH2:34][CH2:32]3)=[O:27])[CH2:15]2)[N:6]2[C:7]3[CH:13]=[CH:12][NH:11][C:8]=3[N:9]=[CH:10][C:5]2=[N:4][N:3]=1 |f:0.1|. Procedure: To a flask containing cis-3-(6H-pyrrolo[2,3-e][1,2,4]triazolo[4,3-a]pyrazin-1-yl)cyclohexanamine hydrochloride (0.050 g, 0.171 mmol, Example #F.1.3) was added CDI (0.030 g, 0.188 mmol) and pyridine (2 mL). The reaction mixture was stirred at ambient temperature for about 16 h. Pyrrolidine (0.016 mL, 0.188 mmol) was added to the reaction mixture and stirred for about 16 h. The solvent was removed under reduced pressure and the crude material was purified by RP-HPLC (Table 2, Method j). The approp... Starting materials: NC1=C(C=O)C(=CC=C1)Cl (2-amino-6-chlorobenzaldehyde), FC=1C=C(C[Mg]Br)C=CC1F (3,4-difluorobenzylmagnesium bromide). Run in hexanes, C(C)(=O)OCC (ethyl acetate). Product: NC1=C(C(=CC=C1)Cl)C(CC1=CC(=C(C=C1)F)F)O ((±)-1-(2-amino-6-chlorophenyl)-2-(3,4-difluorophenyl)ethanol). The yield is 51.9%. As a reaction SMILES: [NH2:1][C:2]1[CH:9]=[CH:8][CH:7]=[C:6]([Cl:10])[C:3]=1[CH:4]=[O:5].[F:11][C:12]1[CH:13]=[C:14]([CH:18]=[CH:19][C:20]=1[F:21])[CH2:15][Mg]Br>C(OCC)(=O)C>[NH2:1][C:2]1[CH:9]=[CH:8][CH:7]=[C:6]([Cl:10])[C:3]=1[CH:4]([OH:5])[CH2:15][C:14]1[CH:18]=[CH:19][C:20]([F:21])=[C:12]([F:11])[CH:13]=1. Procedure: This compound was prepared using General Method 1 (EXAMPLE 1) from 2-amino-6-chlorobenzaldehyde (0.30 g, 1.9 mmol) and 3,4-difluorobenzylmagnesium bromide (generated from 3,4-difluorobenzyl bromide and magnesium in ether, 3.9 mmol, 2 equiv) to afford 0.28 g (57%) of (±)-1-(2-amino-6-chlorophenyl)-2-(3,4-difluorophenyl)ethanol after flash chromatography (4:1 hexanes:ethyl acetate).